From a dataset of the Open Reaction Database (ORD), a public repository of structured organic reaction records. describe an organic reaction: reactants, conditions, products, and yield Reactants: O=S(=O)([O-])C1CC(F)(F)C1, [K+], CN(C)C=O, O=S(Cl)Cl. Yields the product O=S(=O)(Cl)C1CC(F)(F)C1. Reaction SMILES: [F:1][C:2]1([F:10])[CH2:3][CH:4]([S:6](=[O:7])(=[O:8])[O-:9])[CH2:5]1.[K+:11].[O:16]=[CH:17][N:18]([CH3:19])[CH3:20].[S:12]([Cl:13])([Cl:14])=[O:15]>>[F:1][C:2]1([F:10])[CH2:3][CH:4]([S:6](=[O:7])(=[O:8])[Cl:14])[CH2:5]1. Reactants: C1(=CC=CC=C1)C (toluene), CC1=CC2=C(CCCC(C2)=O)C=C1NC(C)=O (N-(3-Methyl-6-oxo-6,7,8,9-tetrahydro-5H-benzo[7]annulen-2-yl)acetamide), S(=O)(=O)(C1=CC=C(C)C=C1)O (TosOH), C(CO)O (ethylene glycol). Solvent: CCOC(=O)C (EtOAc). Product: CC1=CC2=C(CCCC3(OCCO3)C2)C=C1NC(C)=O (N-(3-Methyl-5,7,8,9-tetrahydrospiro[benzo[7]annulene-6,2′-[1,3]dioxolan]-2-yl)acetamide). Isolated yield 72.6%. As a reaction SMILES: C1(C)C=CC=CC=1.[CH3:8][C:9]1[C:20]([NH:21][C:22](=[O:24])[CH3:23])=[CH:19][C:12]2[CH2:13][CH2:14][CH2:15][C:16](=[O:18])[CH2:17][C:11]=2[CH:10]=1.S(O)(C1C=CC(C)=CC=1)(=O)=O.[CH2:36](O)[CH2:37][OH:38]>CCOC(C)=O>[CH3:8][C:9]1[C:20]([NH:21][C:22](=[O:24])[CH3:23])=[CH:19][C:12]2[CH2:13][CH2:14][CH2:15][C:16]3([CH2:17][C:11]=2[CH:10]=1)[O:38][CH2:37][CH2:36][O:18]3. Reported procedure: In a 50 L mechanically stirred vessel with Dean-Stark trap, toluene (22 L) was added to N-(3-methyl-6-oxo-6,7,8,9-tetrahydro-5H-benzo[7]annulen-2-yl)acetamide (77) (1.04 kg, 4.50 mol). TosOH (84.0 g, 442 mmol) and ethylene glycol (750 mL, 13.4 mol) were added. The resulting mixture was heated to reflux overnight, cooled to rt, diluted with EtOAc (12 L) and washed with sat. aq. NaHCO3 (12 L) and sat. aq.s NaCl (12 L). The combined aq. washes were extracted with DCM (2×8 L). The combined organic l... Starting materials: [N+](=O)(OCC(CCCCO)O[N+](=O)[O-])[O-] (6-hydroxyhexane-1,2-diyl dinitrate), ClC(=O)OC1=CC=C(C=C1)[N+](=O)[O-] (4-nitrophenyl chloroformate), N1=CC=CC=C1 (pyridine). The solvent is O (H2O), C(Cl)Cl (CH2Cl2). The product is C(OCCCCC(CO[N+](=O)[O-])O[N+](=O)[O-])(OC1=CC=C(C=C1)[N+](=O)[O-])=O (5,6-Bis(nitrooxy)hexyl 4-nitrophenyl carbonate). The yield is 80.5%. As a reaction SMILES: [N+:1]([O-:15])([O:3][CH2:4][CH:5]([O:11][N+:12]([O-:14])=[O:13])[CH2:6][CH2:7][CH2:8][CH2:9][OH:10])=[O:2].Cl[C:17]([O:19][C:20]1[CH:25]=[CH:24][C:23]([N+:26]([O-:28])=[O:27])=[CH:22][CH:21]=1)=[O:18].N1C=CC=CC=1>C(Cl)Cl.O>[C:17](=[O:18])([O:19][C:20]1[CH:21]=[CH:22][C:23]([N+:26]([O-:28])=[O:27])=[CH:24][CH:25]=1)[O:10][CH2:9][CH2:8][CH2:7][CH2:6][CH:5]([O:11][N+:12]([O-:14])=[O:13])[CH2:4][O:3][N+:1]([O-:15])=[O:2]. Reported procedure: To the solution of 6-hydroxyhexane-1,2-diyl dinitrate (150 mg, 0.67 mmol) in CH2Cl2 (15 mL) at rt was added 4-nitrophenyl chloroformate (202 mg, 1.00 mmol) and followed by pyridine (159 mg, 2.01 mmol). The mixture was stirred at rt over night and diluted with H2O. The mixture was extracted with CH2Cl2 and the organic layer was washed with brine, dried over MgSO4 and concentrated. The residue was purified by flash chromatography (Biotage SP1; column 25M; TLC method: n-hexane/ethyl acetate 7/3; Rf... Reactants: FC1(C(=C(C(NC1(C(F)(F)F)C1=CC=C(C=C1)OCCCC(F)(F)F)=O)C(=O)OCC)C1=CC=C(C=C1)C)F (Ethyl 5,5-difluoro-2-oxo-4-p-tolyl-6-(4-(4,4,4-trifluorobutoxy)phenyl)-6-(trifluoromethyl)-1,2,5,6-tetrahydropyridine-3-carboxylate), [Li+].[OH-] (LiOH), [Li+].[OH-] (LiOH), methyl ester. Solvent: CO (MeOH). Reaction conditions: temperature 100 celsius, time 15 minute. The product is FC1(C(=C(C(NC1(C(F)(F)F)C1=CC=C(C=C1)OCCCC(F)(F)F)=O)C(=O)O)C1=CC=C(C=C1)C)F (5,5-Difluoro-2-oxo-4-p-tolyl-6-(4-(4,4,4-trifluorobutoxy)phenyl)-6-(trifluoromethyl)-1,2,5,6-tetrahydropyridine-3-carboxylic acid). Isolated yield 78.8%. RXN SMILES: [F:1][C:2]1([F:39])[C:7]([C:12]2[CH:17]=[CH:16][C:15]([O:18][CH2:19][CH2:20][CH2:21][C:22]([F:25])([F:24])[F:23])=[CH:14][CH:13]=2)([C:8]([F:11])([F:10])[F:9])[NH:6][C:5](=[O:26])[C:4]([C:27]([O:29]CC)=[O:28])=[C:3]1[C:32]1[CH:37]=[CH:36][C:35]([CH3:38])=[CH:34][CH:33]=1.[Li+].[OH-]>CO>[F:39][C:2]1([F:1])[C:7]([C:12]2[CH:17]=[CH:16][C:15]([O:18][CH2:19][CH2:20][CH2:21][C:22]([F:24])([F:25])[F:23])=[CH:14][CH:13]=2)([C:8]([F:9])([F:10])[F:11])[NH:6][C:5](=[O:26])[C:4]([C:27]([OH:29])=[O:28])=[C:3]1[C:32]1[CH:33]=[CH:34][C:35]([CH3:38])=[CH:36][CH:37]=1 |f:1.2|. Reported procedure: To a solution of Intermediate 103H (100 mg, 0.177 mmol) in MeOH (2 mL) was added 2 M LiOH (0.4 mL, 0.800 mmol). The resulting mixture was stirred at 100° C. for 15 min. LC-MS indicated the product to be the major component along with a trace amount of SM and 14% of the corresponding methyl ester. 2 M LiOH (100 uL) was then added and the reaction was stirred at 100° C. for an additional 15 min. The reaction was concentrated, acidified with 1 N HCl, and extracted with EtOAc. The organic layer was ...